Dataset: the Open Reaction Database (ORD), a public repository of structured organic reaction records. Task: describe an organic reaction: reactants, conditions, products, and yield The reactants are CCOC(=O)CBr, O=C([O-])[O-], CCO, [K+], [K+], S=c1[nH]c2ccccc2[nH]1. Yields the product CCOC(=O)CSc1nc2ccccc2[nH]1. Reaction SMILES: [Br:17][CH2:18][C:19](=[O:20])[O:21][CH2:22][CH3:23].[C:11](=[O:12])([O-:13])[O-:14].[CH3:24][CH2:25][OH:26].[K+:15].[K+:16].[nH:1]1[c:2](=[S:10])[nH:3][c:4]2[c:5]1[cH:6][cH:7][cH:8][cH:9]2>>[nH:1]1[c:2]([S:10][CH2:18][C:19](=[O:20])[O:21][CH2:22][CH3:23])[n:3][c:4]2[c:5]1[cH:6][cH:7][cH:8][cH:9]2. Run in C(Cl)Cl (CH2Cl2), CO (MeOH). Product: O=C1N(C(C=2NC(=NC2N1CCC)C12CCC(CC1)(CC2)CCC#N)=O)CCC (3-[4-(2,6-Dioxo-1,3-dipropyl-2,3,6,7-tetrahydro-1H-purin-8-yl)-bicyclo[2.2.2]oct-1-yl]-propionitrile). Reaction SMILES: [O:1]=[C:2]1[N:10]([CH2:11][CH2:12][CH3:13])[C:9]2[N:8]=[C:7]([C:14]34[CH2:21][CH2:20][C:17]([CH:22]=[CH:23][C:24]#[N:25])([CH2:18][CH2:19]3)[CH2:16][CH2:15]4)[NH:6][C:5]=2[C:4](=[O:26])[N:3]1[CH2:27][CH2:28][CH3:29].[H][H]>CO.C(Cl)Cl.[Pd]>[O:1]=[C:2]1[N:10]([CH2:11][CH2:12][CH3:13])[C:9]2[N:8]=[C:7]([C:14]34[CH2:19][CH2:18][C:17]([CH2:22][CH2:23][C:24]#[N:25])([CH2:20][CH2:21]3)[CH2:16][CH2:15]4)[NH:6][C:5]=2[C:4](=[O:26])[N:3]1[CH2:27][CH2:28][CH3:29]. Yield: 90.5%. The reagents and catalysts are [Pd] (Pd on carbon). The reactants are O=C1N(C(C=2NC(=NC2N1CCC)C12CCC(CC1)(CC2)C=CC#N)=O)CCC (3-[4-(2,6-dioxo-1,3-dipropyl-2,3,6,7-tetrahydro-1H-purin-8-yl)-bicyclo[2.2.2]oct-1-yl]-acrylonitrile), [H][H] (hydrogen). Procedure details: A solution of 3-[4-(2,6-dioxo-1,3-dipropyl-2,3,6,7-tetrahydro-1H-purin-8-yl)-bicyclo[2.2.2]oct-1-yl]-acrylonitrile (110 mg, 0.278 mmol) in MeOH (20 ml) and CH2Cl2 (5 ml) was hydrogenated using Pd on carbon (10 mol %) and a ballon of hydrogen affixed to a 3-way stopcock/ground glass adapter. After stirring overnight, the mixture was degassed, filtered through Celite and concentrated in vacuo to give a brittle foam (100 mg, 90%). 1H NMR (400 MHz, CDCl3); δ 0.93 (coincident triplets, 6H), 1.53 (m, ... Run at time 8 hour. The reactants are BrBr, CC(=O)O, CCOC(C)=O, Nc1ccc([N+](=O)[O-])cc1[N+](=O)[O-]. Product: Nc1c(Br)cc([N+](=O)[O-])cc1[N+](=O)[O-]. RXN SMILES: [Br:14][Br:15].[C:16]([OH:17])(=[O:18])[CH3:19].[CH3:20][CH2:21][O:22][C:23]([CH3:24])=[O:25].[NH2:1][c:2]1[cH:3][cH:4][c:5]([N+:11]([O-:12])=[O:13])[cH:6][c:7]1[N+:8]([O-:9])=[O:10]>>[NH2:1][c:2]1[c:3]([Br:14])[cH:4][c:5]([N+:11]([O-:12])=[O:13])[cH:6][c:7]1[N+:8]([O-:9])=[O:10]. Procedure: Following General Procedure C and using N-(3,5-difluorophenylacetyl)-L-alanine (from Example B2 above) and methyl 2-amino-2-(1H-tetrazol-5-yl)acetate (prepared from ethyl 1H-tetrazole-5-acetate [CAS 173367-99-2] using procedures essentially the same as those described in S. Kukolja, J. Med. Chem., 1985, 28, 1886-1896), the title compound was prepared as a solid. The reaction was product was purified by tituration using EtOAc/hexanes. The product is FC=1C=C(C=C(C1)F)CC(=O)N[C@@H](C)C(=O)NC(C(=O)OC)C1=NN=NN1 (Methyl N-[N-(3,5-Difluorophenylacetyl)-L-alaninyl]-2-amino-2-(1H-tetrazol-5yl)acetate). The reactants are FC=1C=C(C=C(C1)F)CC(=O)N[C@@H](C)C(=O)O (N-(3,5-difluorophenylacetyl)-L-alanine), NC(C(=O)OC)C1=NN=NN1 (methyl 2-amino-2-(1H-tetrazol-5-yl)acetate), N1N=NN=C1CC(=O)OCC (ethyl 1H-tetrazole-5-acetate). Reaction SMILES: [F:1][C:2]1[CH:3]=[C:4]([CH2:9][C:10]([NH:12][C@H:13]([C:15]([OH:17])=O)[CH3:14])=[O:11])[CH:5]=[C:6]([F:8])[CH:7]=1.[NH2:18][CH:19]([C:24]1[NH:28][N:27]=[N:26][N:25]=1)[C:20]([O:22][CH3:23])=[O:21].N1C(CC(OCC)=O)=NN=N1>>[F:8][C:6]1[CH:5]=[C:4]([CH2:9][C:10]([NH:12][C@H:13]([C:15]([NH:18][CH:19]([C:24]2[NH:28][N:27]=[N:26][N:25]=2)[C:20]([O:22][CH3:23])=[O:21])=[O:17])[CH3:14])=[O:11])[CH:3]=[C:2]([F:1])[CH:7]=1. The reactants are CC(C)c1sc(NC(=O)c2cc([N+](=O)[O-])cn2C)nc1C(=O)Nc1cc(C(=O)NCCCN(C)C)n(C)c1, CCO. Yields the product CC(C)c1sc(NC(=O)c2cc(NC=O)cn2C)nc1C(=O)Nc1cc(C(=O)NCCCN(C)C)n(C)c1. RXN SMILES: [CH3:1][N:2]([CH2:3][CH2:4][CH2:5][NH:6][C:7](=[O:8])[c:9]1[cH:10][c:11]([NH:15][C:16](=[O:17])[c:18]2[n:19][c:20]([NH:26][C:27](=[O:28])[c:29]3[n:30]([CH3:37])[cH:31][c:32]([N+:34]([O-:35])=[O:36])[cH:33]3)[s:21][c:22]2[CH:23]([CH3:24])[CH3:25])[cH:12][n:13]1[CH3:14])[CH3:38].[CH3:39][CH2:40][OH:41]>>[CH3:1][N:2]([CH2:3][CH2:4][CH2:5][NH:6][C:7](=[O:8])[c:9]1[cH:10][c:11]([NH:15][C:16](=[O:17])[c:18]2[n:19][c:20]([NH:26][C:27](=[O:28])[c:29]3[n:30]([CH3:37])[cH:31][c:32]([NH:34][CH:40]=[O:41])[cH:33]3)[s:21][c:22]2[CH:23]([CH3:24])[CH3:25])[cH:12][n:13]1[CH3:14])[CH3:38].